describe an organic reaction: reactants, conditions, products, and yield From a dataset of the Open Reaction Database (ORD), a public repository of structured organic reaction records. The reactants are ClC1=NC(=C2N=CN(C2=N1)[C@@H]1O[C@@H]([C@H]([C@H]1O)O)C1=NC(=NO1)CCC)NCC(C1=CC=CC=C1)C1=CC=CC=C1 ((2R,3R,4S,5S)-2-[2-Chloro-6-(2,2-diphenyl-ethylamino)-purin-9-yl]-5-(3-propyl-[1,2,4]oxadiazol-5-yl)-tetrahydro-furan-3,4-diol), CN1C=NC(=C1)CCN (2-(1-methyl-1H-imidazol-4-yl)ethylamine), CS(=O)C (DMSO), CN1C=NC(=C1)CCN (2-(1-methyl-1H-imidazol-4-yl)ethylamine). Run in C(C)(C)N(CC)C(C)C (diisopropylethylamine). Run at temperature 85 celsius. Product: C(=O)O.C1(=CC=CC=C1)C(CNC1=C2N=CN(C2=NC(=N1)NCCC=1N=CN(C1)C)[C@@H]1O[C@@H]([C@H]([C@H]1O)O)C1=NC(=NO1)CCC)C1=CC=CC=C1 ((2R,3R,4S,5S)-2-{6-(2,2-Diphenyl-ethylamino)-2-[2-(1-methyl-1H-imidazol-4-yl)-ethylamino]-purin-9-yl}-5-(3-propyl-[1,2,4]oxadiazol-5-yl)-tetrahydro-furan-3,4-diol formate). RXN SMILES: Cl[C:2]1[N:10]=[C:9]2[C:5]([N:6]=[CH:7][N:8]2[C@H:11]2[C@H:15]([OH:16])[C@H:14]([OH:17])[C@@H:13]([C:18]3[O:22][N:21]=[C:20]([CH2:23][CH2:24][CH3:25])[N:19]=3)[O:12]2)=[C:4]([NH:26][CH2:27][CH:28]([C:35]2[CH:40]=[CH:39][CH:38]=[CH:37][CH:36]=2)[C:29]2[CH:34]=[CH:33][CH:32]=[CH:31][CH:30]=2)[N:3]=1.[CH3:41][N:42]1[CH:46]=[C:45]([CH2:47][CH2:48][NH2:49])[N:44]=[CH:43]1.CS(C)=[O:52]>C(N(C(C)C)CC)(C)C>[CH:18]([OH:22])=[O:52].[C:35]1([CH:28]([C:29]2[CH:34]=[CH:33][CH:32]=[CH:31][CH:30]=2)[CH2:27][NH:26][C:4]2[N:3]=[C:2]([NH:49][CH2:48][CH2:47][C:45]3[N:44]=[CH:43][N:42]([CH3:41])[CH:46]=3)[N:10]=[C:9]3[C:5]=2[N:6]=[CH:7][N:8]3[C@H:11]2[C@H:15]([OH:16])[C@H:14]([OH:17])[C@@H:13]([C:18]3[O:22][N:21]=[C:20]([CH2:23][CH2:24][CH3:25])[N:19]=3)[O:12]2)[CH:36]=[CH:37][CH:38]=[CH:39][CH:40]=1 |f:4.5|. Reported procedure: A mixture of Intermediate 23 (0.075 g, 0.135 mmol), and 2-(1-methyl-1H-imidazol-4-yl)ethylamine (0.085 g, 0.677 mmol) in diisopropylethylamine (0.04 ml) and DMSO (0.04 ml), in a sealed vial (e.g. Reacti-vial™) was heated at 85° C. for 40 h. A further portion of 2-(1-methyl-1H-imidazol-4-yl)ethylamine (0.085 g, 0.677 mmol) was added after the first 20 h. Purification by Autoprep. HPLC afforded the title compound after freeze drying as a cream solid (0.037 g). LC/MS system B Rt=2.71 mins, m/z=651 ... The reactants are C1CCOC1, C=CS(C)(=O)=O, CS(C)=O, COc1cc(N2CCC(N3CCNCC3)CC2)c(Cl)cc1[N+](=O)[O-]. Yields the product COc1cc(N2CCC(N3CCN(CCS(C)(=O)=O)CC3)CC2)c(Cl)cc1[N+](=O)[O-]. RXN SMILES: [CH2:35]1[O:36][CH2:37][CH2:38][CH2:39]1.[CH3:25][S:26](=[O:27])(=[O:28])[CH:29]=[CH2:30].[CH3:31][S:32]([CH3:33])=[O:34].[Cl:1][c:2]1[c:3]([N:13]2[CH2:14][CH2:15][CH:16]([N:19]3[CH2:20][CH2:21][NH:22][CH2:23][CH2:24]3)[CH2:17][CH2:18]2)[cH:4][c:5]([O:11][CH3:12])[c:6]([N+:8](=[O:9])[O-:10])[cH:7]1>>[Cl:1][c:2]1[c:3]([N:13]2[CH2:14][CH2:15][CH:16]([N:19]3[CH2:20][CH2:21][N:22]([CH2:30][CH2:29][S:26]([CH3:25])(=[O:27])=[O:28])[CH2:23][CH2:24]3)[CH2:17][CH2:18]2)[cH:4][c:5]([O:11][CH3:12])[c:6]([N+:8](=[O:9])[O-:10])[cH:7]1. Reactants: NCCC(C1=CC=CC=C1)O (α-(2-aminoethyl)benzylalcohol), N([N+](=O)[O-])C=1NCCN1 (2-(nitramino)-2-imidazoline), C=1(C(=CC=CC1)C)C (xylene). Run in CC(CC(C)=O)C (4-methyl-2-pentanone). Yields the product N1C(=NCC1)NCCC(C1=CC=CC=C1)O (α-{2-[N-(2-imidazolin-2-yl)amino]ethyl} benzylalcohol). Reaction SMILES: [NH2:1][CH2:2][CH2:3][CH:4]([OH:11])[C:5]1[CH:10]=[CH:9][CH:8]=[CH:7][CH:6]=1.N([C:16]1[NH:17][CH2:18][CH2:19][N:20]=1)[N+]([O-])=O.C1(C)C(C)=CC=CC=1>CC(C)CC(=O)C>[NH:20]1[CH2:19][CH2:18][N:17]=[C:16]1[NH:1][CH2:2][CH2:3][CH:4]([OH:11])[C:5]1[CH:10]=[CH:9][CH:8]=[CH:7][CH:6]=1. Procedure: A mixture of 8 parts of α-(2-aminoethyl)benzylalcohol, 6.5 parts of 2-(nitramino)-2-imidazoline and 40 parts of xylene is stirred and refluxed for 3 hours with waterseparator. The reaction mixture is cooled and the separated oily product is dissolved in 4-methyl-2-pentanone. The solvent is evaporated in vacuo, yielding α-{2-[N-(2-imidazolin-2-yl)amino]ethyl} benzylalcohol as a residue. Reactants: COC(=O)C=1N=NC(=CC1)C1=CC=C(C=C1)C(F)(F)F (6-(4-trifluoromethyl-phenyl)-pyridazine-3-carboxylic acid methyl ester), CC(C)C[AlH]CC(C)C (DIBAL-H). The solvent is C1CCOC1 (THF). Yields the product FC(C1=CC=C(C=C1)C1=CC=C(N=N1)CO)(F)F ([6-(4-Trifluoromethyl-phenyl)-pyridazin-3-yl]-methanol). RXN SMILES: C[O:2][C:3]([C:5]1[N:6]=[N:7][C:8]([C:11]2[CH:16]=[CH:15][C:14]([C:17]([F:20])([F:19])[F:18])=[CH:13][CH:12]=2)=[CH:9][CH:10]=1)=O.CC(C[AlH]CC(C)C)C>C1COCC1>[F:20][C:17]([F:18])([F:19])[C:14]1[CH:13]=[CH:12][C:11]([C:8]2[N:7]=[N:6][C:5]([CH2:3][OH:2])=[CH:10][CH:9]=2)=[CH:16][CH:15]=1. Procedure details: 0.582 g (2.062 mmol) of the above prepared 6-(4-trifluoromethyl-phenyl)-pyridazine-3-carboxylic acid methyl ester in 20 ml of abs. THF was cooled down to −15° C. and reacted with 5.16 ml of DIBAL-H-solution (1.0 M in toluene, 2.5 eq.) for ½ h. Careful quenching with ice/HCl dil., twofold extraction with AcOEt, washing with water, drying over sodium sulfate, and evaporation of the solvents left a crude product which was purified by flash chromatography (SiO2, AcOEt) to yield 0.155 g of the title ... The reactants are C(=O)(OC1=CC=CC=C1)NC(C1=CC=CC=C1)=NS(NCCCC)(=O)=O (N-carbophenoxy-N'-n-butylsulfamoyl benzamidine), [H-].[Na+] (NaH), O (H2O). The solvent is C1CCOC1 (THF), C1CCOC1 (THF). Product: C(CCC)N1S(N=C(NC1=O)C1=CC=CC=C1)(=O)=O (2-n-Butyl-3-oxo-5-phenyl-1,2,4,6-thiatriazine-1,1-dioxide). RXN SMILES: [C:1]([NH:10][C:11](=[N:18][S:19](=[O:26])(=[O:25])[NH:20][CH2:21][CH2:22][CH2:23][CH3:24])[C:12]1[CH:17]=[CH:16][CH:15]=[CH:14][CH:13]=1)(OC1C=CC=CC=1)=[O:2].[H-].[Na+].O>C1COCC1>[CH2:21]([N:20]1[C:1](=[O:2])[NH:10][C:11]([C:12]2[CH:17]=[CH:16][CH:15]=[CH:14][CH:13]=2)=[N:18][S:19]1(=[O:26])=[O:25])[CH2:22][CH2:23][CH3:24] |f:1.2|. Procedure details: A solution of the benzamidine compound from Step 2. above (0.5 g) in THF (20 ml) is added to a suspension of NaH (110 mg of 60% mineral oil suspension, washed) in THF (10 ml), and the reaction mixture refluxed for about four hours. The mixture is poured into H2O, extracted with diethyl ether, the etheral layer washed, dried and evaporated affording the desired product.